Dataset: the Open Reaction Database (ORD), a public repository of structured organic reaction records. Task: describe an organic reaction: reactants, conditions, products, and yield As a reaction SMILES: [C:4]([CH2:5][C:6](=[O:7])[O:8][CH2:9][CH3:10])(=[O:11])[O:12][CH2:13][CH3:14].[Cl-:1].[Cl-:32].[Cl-:3].[Cl:15][c:16]1[cH:17][c:18]([C:23]2([C:29](=[O:30])[OH:31])[CH2:24][CH2:25][O:26][CH2:27][CH2:28]2)[cH:19][cH:20][c:21]1[F:22].[Mg+2:2].[S:33]([Cl:34])([Cl:35])=[O:36]>>[C:4]([CH:5]([C:6](=[O:7])[O:8][CH2:9][CH3:10])[C:29]([C:23]1([c:18]2[cH:17][c:16]([Cl:15])[c:21]([F:22])[cH:20][cH:19]2)[CH2:24][CH2:25][O:26][CH2:27][CH2:28]1)=[O:30])(=[O:11])[O:12][CH2:13][CH3:14]. Starting materials: CCOC(=O)CC(=O)OCC, [Cl-], [Cl-], [Cl-], O=C(O)C1(c2ccc(F)c(Cl)c2)CCOCC1, [Mg+2], O=S(Cl)Cl. The product is CCOC(=O)C(C(=O)OCC)C(=O)C1(c2ccc(F)c(Cl)c2)CCOCC1. Starting materials: C(C)(C)(C)OC(=O)NCCCC(=O)NC1C(N(C2=C(CC1)C=CC=C2)CC2=CC=C(C=C2)C2=C(C=CC=C2)C2=NN=NN2C(C2=CC=CC=C2)(C2=CC=CC=C2)C2=CC=CC=C2)=O (4-t-Butoxycarbonylamino-N-[2,3,4,5-tetrahydro-2-oxo-1-[[2'-[N-(triphenylmethyl)tetrazol-5-yl][1,1'-biphenyl]-4-yl]methyl]-1H-1-benzazepin-3-yl]-butanamide). Reagents/catalysts: [OH-].[OH-].[Pd+2] (Pd(OH)2). The solvent is CO (methanol). Yields the product C(C)(C)(C)OC(=O)NCCCC(=O)NC1C(N(C2=C(CC1)C=CC=C2)CC2=CC=C(C=C2)C2=C(C=CC=C2)C2=NN=NN2)=O (4-t-Butoxycarbonylamino-N-[2,3,4,5-tetrahydro-2-oxo-1-[[2'-(1H-tetrazol-5-yl)[1,1'-biphenyl]-4-yl]methyl]-1H-1-benzazepin-3-yl]-butanamide). Yield: 70.0%. Reaction SMILES: [C:1]([O:5][C:6]([NH:8][CH2:9][CH2:10][CH2:11][C:12]([NH:14][CH:15]1[CH2:21][CH2:20][C:19]2[CH:22]=[CH:23][CH:24]=[CH:25][C:18]=2[N:17]([CH2:26][C:27]2[CH:32]=[CH:31][C:30]([C:33]3[CH:38]=[CH:37][CH:36]=[CH:35][C:34]=3[C:39]3[N:43](C(C4C=CC=CC=4)(C4C=CC=CC=4)C4C=CC=CC=4)[N:42]=[N:41][N:40]=3)=[CH:29][CH:28]=2)[C:16]1=[O:63])=[O:13])=[O:7])([CH3:4])([CH3:3])[CH3:2]>CO.[OH-].[OH-].[Pd+2]>[C:1]([O:5][C:6]([NH:8][CH2:9][CH2:10][CH2:11][C:12]([NH:14][CH:15]1[CH2:21][CH2:20][C:19]2[CH:22]=[CH:23][CH:24]=[CH:25][C:18]=2[N:17]([CH2:26][C:27]2[CH:28]=[CH:29][C:30]([C:33]3[CH:38]=[CH:37][CH:36]=[CH:35][C:34]=3[C:39]3[NH:43][N:42]=[N:41][N:40]=3)=[CH:31][CH:32]=2)[C:16]1=[O:63])=[O:13])=[O:7])([CH3:4])([CH3:2])[CH3:3] |f:2.3.4|. Procedure details: The intermediate obtained in Step B (349 mg, 0.40 mmol) was dissolved in 5 mL of methanol and hydrogenated at room temperature and one atmosphere over 70 mg of 20% Pd(OH)2 /C for 16 hours. The reaction mixture was filtered through Celite and solvent removed under vacuum. The crude product was purified by flash chromatography on silica, eluting with 10% methanol/ethyl acetate to afford 168 mg (0.28 mmol, 71%) of product. 1H NMR (200 MHz, CD3OD): 1.41 (s,9H), 1.72 (m,2H), 2.0-2.6 (m,6H), 3.24 (t,7... Starting materials: C1(CCC(N1)=O)=O (succinimide), [B] (boron), [H-].[Na+] (sodium hydride). Solvent: C(CCC)O (n-butanol), C(CCC)O (n-butanol). Yields the product C(CCC)OC1CCC(N1)=O (5-n-butoxy-pyrrolidin-2-one). Yield: 66.0%. RXN SMILES: [C:1]1(=[O:7])[NH:5][C:4](=[O:6])[CH2:3][CH2:2]1.[B].[H-].[Na+]>C(O)CCC>[CH2:1]([O:6][CH:4]1[NH:5][C:1](=[O:7])[CH2:2][CH2:3]1)[CH2:2][CH2:3][CH3:4] |f:2.3|. Procedure details: The operation is done as for preparation 2, replacing the isopropanol by n-butanol and employing 14.32 g of succinimide in 600 cm3 of n-butanol and 8 g of boron and sodium hydride. 7.5 g of the expected product is obtained, m.p. 36°-38° C. The product can also be prepared by anodic alkylation according to a process described in Synthesis 4, 315-317 (1980).